Dataset: the Open Reaction Database (ORD), a public repository of structured organic reaction records. Task: describe an organic reaction: reactants, conditions, products, and yield Starting materials: COC([C@@H](NC([C@@H](NC([C@@H](NC(=O)OC(C)(C)C)CC1=CC=CC=C1)=O)CC1=CC=CC=C1)=O)CC1=CNC=N1)=O (N-tert-butoxycarbonyl-L-phenylalanyl-L-phenylalanyl-L-histidine methyl ester), N (ammonia). Run in CO (methanol). Reaction conditions: time 3 day. The product is C(C)(C)(C)OC(=O)N[C@@H](CC1=CC=CC=C1)C(=O)N[C@@H](CC1=CC=CC=C1)C(=O)N[C@@H](CC1=CNC=N1)C(=O)N (N-tert-butoxycarbonyl-L-phenylalanyl-L-phenylalanyl-L-histidine amide). Isolated yield 87.2%. RXN SMILES: C[O:2][C:3](=O)[C@H:4]([CH2:35][C:36]1[N:40]=[CH:39][NH:38][CH:37]=1)[NH:5][C:6](=[O:34])[C@H:7]([CH2:27][C:28]1[CH:33]=[CH:32][CH:31]=[CH:30][CH:29]=1)[NH:8][C:9](=[O:26])[C@H:10]([CH2:19][C:20]1[CH:25]=[CH:24][CH:23]=[CH:22][CH:21]=1)[NH:11][C:12]([O:14][C:15]([CH3:18])([CH3:17])[CH3:16])=[O:13].[NH3:42]>CO>[C:15]([O:14][C:12]([NH:11][C@H:10]([C:9]([NH:8][C@H:7]([C:6]([NH:5][C@H:4]([C:3]([NH2:42])=[O:2])[CH2:35][C:36]1[N:40]=[CH:39][NH:38][CH:37]=1)=[O:34])[CH2:27][C:28]1[CH:33]=[CH:32][CH:31]=[CH:30][CH:29]=1)=[O:26])[CH2:19][C:20]1[CH:21]=[CH:22][CH:23]=[CH:24][CH:25]=1)=[O:13])([CH3:17])([CH3:16])[CH3:18]. Reported procedure: N-tert-butoxycarbonyl-L-phenylalanyl-L-phenylalanyl-L-histidine methyl ester (2 g) is dissolved in a methanol solution saturated with ammonia, and the solution is stirred in a pressure bottle at room temperature for three days. The reaction mixture is concentrated under reduced pressure and the residue is crystallized with ether to give N-tert-butoxycarbonyl-L-phenylalanyl-L-phenylalanyl-L-histidine amide (1.7 g) as white crystals. Yield: 87.2% Yields the product OC1(CCC=2C1=NC=CC2)C#CC=2C=CC1=C(C=3N(CCO1)C=C(N3)C(=O)N)C2 (10-[(7-hydroxy-6,7-dihydro-5H-cyclopenta[b]pyridin-7-yl)ethynyl]-5,6-dihydroimidazo[1,2-d][1,4]benzoxazepine-2-carboxamide). Procedure details: The title compound was prepared similarly according to Procedure E by reacting 10-bromo-5,6-dihydroimidazo[1,2-d][1,4]benzoxazepine-2-carboxamide with 7-ethynyl-6,7-dihydro-5H-cyclopenta[b]pyridin-7-ol. 1H NMR (500 MHz, DMSO) δ 2.30-2.43 (1H, m), 2.54-2.61 (1H, m), 2.83-2.95 (1H, m), 2.96-3.07 (1H, m), 4.49 (4H, s), 6.21 (1H, br. s.), 7.03 (1H, d, J=8.51 Hz), 7.14 (1H, br. s.), 7.24-7.36 (2H, m), 7.57 (1H, br. s.), 7.73 (1H, d, J=7.41 Hz), 7.80 (1H, s), 8.46 (1H, d, J=4.26 Hz), 8.53 (1H, d, J=2.... As a reaction SMILES: Br[C:2]1[CH:3]=[CH:4][C:5]2[O:11][CH2:10][CH2:9][N:8]3[CH:12]=[C:13]([C:15]([NH2:17])=[O:16])[N:14]=[C:7]3[C:6]=2[CH:18]=1.[C:19]([C:21]1([OH:30])[C:25]2=[N:26][CH:27]=[CH:28][CH:29]=[C:24]2[CH2:23][CH2:22]1)#[CH:20]>>[OH:30][C:21]1([C:19]#[C:20][C:2]2[CH:3]=[CH:4][C:5]3[O:11][CH2:10][CH2:9][N:8]4[CH:12]=[C:13]([C:15]([NH2:17])=[O:16])[N:14]=[C:7]4[C:6]=3[CH:18]=2)[C:25]2=[N:26][CH:27]=[CH:28][CH:29]=[C:24]2[CH2:23][CH2:22]1. Starting materials: BrC=1C=CC2=C(C=3N(CCO2)C=C(N3)C(=O)N)C1 (10-bromo-5,6-dihydroimidazo[1,2-d][1,4]benzoxazepine-2-carboxamide), C(#C)C1(CCC=2C1=NC=CC2)O (7-ethynyl-6,7-dihydro-5H-cyclopenta[b]pyridin-7-ol). Reactants: C(C)(=O)O[C@@H]1[C@@H](OCCCCCC(=O)OCC)O[C@@H]([C@H]([C@@H]1OC(C)=O)OC(C)=O)COC(C)=O (5-ethoxycarbonylpentyl 2,3,4,6-tetra-O-acetyl-α-D-mannopyranoside), C[O-].[Na+] (sodium methylate). Run in CO (methanol). Reaction conditions: time 30 minute. The product is O([C@@H]1[C@@H](O)[C@@H](O)[C@H](O)[C@H](O1)CO)CCCCCC(=O)OC (5-methoxycarbonylpentyl α-D-mannopyranoside). Yield: 90.2%. As a reaction SMILES: C([O:4][C@H:5]1[C@@H:21]([O:22]C(=O)C)[C@H:20]([O:26]C(=O)C)[C@@H:19]([CH2:30][O:31]C(=O)C)[O:18][C@@H:6]1[O:7][CH2:8][CH2:9][CH2:10][CH2:11][CH2:12][C:13]([O:15][CH2:16]C)=[O:14])(=O)C.C[O-].[Na+]>CO>[O:7]([CH2:8][CH2:9][CH2:10][CH2:11][CH2:12][C:13]([O:15][CH3:16])=[O:14])[C@H:6]1[O:18][C@H:19]([CH2:30][OH:31])[C@@H:20]([OH:26])[C@H:21]([OH:22])[C@@H:5]1[OH:4] |f:1.2|. Procedure details: To compound 1 (3.7 g, 7.55 mmol) dissolved in 35 mL of anhydrous methanol, sodium methylate (1.6 g, 30.20 mmol) was added. After 30 min under stirring, cation exchange resin (Dowex® 50WX2, H+ form, 13 g) was added. After 1 h the resin was filtered and washed with methanol. The filtrate was concentrated under reduced pressure yielding 2 (2.1 g, 100%). Solvent: C(C)(=O)OCC (ethyl acetate), C(C)(=O)OCC (ethyl acetate). Procedure: 4N-Hydrogen chloride in ethyl acetate (0.5 ml) was added to a solution of 4-[1-[3-[bis(4-isobutylphenyl)methylamino]benzoyl]indolizin-3-yl]butyric acid (0.60 g) in ethyl acetate (5 ml). After the solution was left in a refrigerator for 16 hours, the resulting crystal was collected by filtration to give 4-[1-[3-[bis(4-isobutylphenyl)methylamino]benzoyl]indolizin-3-yl]butyric acid hydrochloride as yellow powder (0.62 g). Reaction SMILES: [ClH:1].[CH2:2]([C:6]1[CH:11]=[CH:10][C:9]([CH:12]([NH:23][C:24]2[CH:25]=[C:26]([CH:44]=[CH:45][CH:46]=2)[C:27]([C:29]2[CH:30]=[C:31]([CH2:38][CH2:39][CH2:40][C:41]([OH:43])=[O:42])[N:32]3[C:37]=2[CH:36]=[CH:35][CH:34]=[CH:33]3)=[O:28])[C:13]2[CH:18]=[CH:17][C:16]([CH2:19][CH:20]([CH3:22])[CH3:21])=[CH:15][CH:14]=2)=[CH:8][CH:7]=1)[CH:3]([CH3:5])[CH3:4]>C(OCC)(=O)C>[ClH:1].[CH2:19]([C:16]1[CH:15]=[CH:14][C:13]([CH:12]([NH:23][C:24]2[CH:25]=[C:26]([CH:44]=[CH:45][CH:46]=2)[C:27]([C:29]2[CH:30]=[C:31]([CH2:38][CH2:39][CH2:40][C:41]([OH:43])=[O:42])[N:32]3[C:37]=2[CH:36]=[CH:35][CH:34]=[CH:33]3)=[O:28])[C:9]2[CH:8]=[CH:7][C:6]([CH2:2][CH:3]([CH3:5])[CH3:4])=[CH:11][CH:10]=2)=[CH:18][CH:17]=1)[CH:20]([CH3:21])[CH3:22] |f:3.4|. Product: Cl.C(C(C)C)C1=CC=C(C=C1)C(C1=CC=C(C=C1)CC(C)C)NC=1C=C(C(=O)C=2C=C(N3C=CC=CC23)CCCC(=O)O)C=CC1 (4-[1-[3-[bis(4-isobutylphenyl)methylamino]benzoyl]indolizin-3-yl]butyric acid hydrochloride). The reactants are Cl (Hydrogen chloride), C(C(C)C)C1=CC=C(C=C1)C(C1=CC=C(C=C1)CC(C)C)NC=1C=C(C(=O)C=2C=C(N3C=CC=CC23)CCCC(=O)O)C=CC1 (4-[1-[3-[bis(4-isobutylphenyl)methylamino]benzoyl]indolizin-3-yl]butyric acid). Conditions: time 16 hour. Starting materials: N#Cc1ccc2c(c1)cc(C(=O)O)n2Cc1cccc(OC(F)(F)F)c1, Cl, NCC1(O)CCC1. Product: N#Cc1ccc2c(c1)cc(C(=O)NCC1(O)CCC1)n2Cc1cccc(OC(F)(F)F)c1. RXN SMILES: [C:1](#[N:2])[c:3]1[cH:4][c:5]2[cH:6][c:7]([C:24](=[O:25])[OH:26])[n:8]([CH2:12][c:13]3[cH:14][c:15]([O:19][C:20]([F:21])([F:22])[F:23])[cH:16][cH:17][cH:18]3)[c:9]2[cH:10][cH:11]1.[ClH:27].[NH2:28][CH2:29][C:30]1([OH:34])[CH2:31][CH2:32][CH2:33]1>>[C:1](#[N:2])[c:3]1[cH:4][c:5]2[cH:6][c:7]([C:24](=[O:26])[NH:28][CH2:29][C:30]3([OH:34])[CH2:31][CH2:32][CH2:33]3)[n:8]([CH2:12][c:13]3[cH:14][c:15]([O:19][C:20]([F:21])([F:22])[F:23])[cH:16][cH:17][cH:18]3)[c:9]2[cH:10][cH:11]1. Product: FC(C1=CC(=NC=2N1N=CC2C2=CC=NC=C2)C2=CC=C(C=C2)C(F)(F)F)F (7-Difluoromethyl-3-pyridin-4-yl-5-(4-trifluoromethyl-phenyl)-pyrazolo[1,5-a]pyrimidine). The yield is 66.6%. Starting materials: FC(C(CC(=O)C1=CC=C(C=C1)C(F)(F)F)=O)F (4,4-difluoro-1-(4-trifluoromethyl-phenyl)-butane-1,3-dione), 4-trifluoromethyl-acetophenone, NC1=NNC=C1C1=CC=NC=C1 (3-amino-4-(4-pyridinyl)-pyrazole). Reported procedure: Reaction of 4,4-difluoro-1-(4-trifluoromethyl-phenyl)-butane-1,3-dione (133 mg, 0.5 mmol), prepared from commercially available 4-trifluoromethyl-acetophenone according to general procedure A, and 3-amino-4-(4-pyridinyl)-pyrazole [CAS No. 216661-87-9; prepared from 4-cyanomethyl-pyridine as described in Bioorg. Med. Chem. Lett. 12 (2002) 3537-3541] (80 mg, 0.5 mmol) according to general procedure B yielded the title compound as a yellow solid (130 mg, 67%). MS (ISP) 391.2 [(M+H)+]; mp 222° C. Reaction SMILES: [F:1][CH:2]([F:18])[C:3](=O)[CH2:4][C:5]([C:7]1[CH:12]=[CH:11][C:10]([C:13]([F:16])([F:15])[F:14])=[CH:9][CH:8]=1)=O.[NH2:19][C:20]1[C:24]([C:25]2[CH:30]=[CH:29][N:28]=[CH:27][CH:26]=2)=[CH:23][NH:22][N:21]=1>>[F:1][CH:2]([F:18])[C:3]1[N:21]2[N:22]=[CH:23][C:24]([C:25]3[CH:30]=[CH:29][N:28]=[CH:27][CH:26]=3)=[C:20]2[N:19]=[C:5]([C:7]2[CH:12]=[CH:11][C:10]([C:13]([F:16])([F:15])[F:14])=[CH:9][CH:8]=2)[CH:4]=1.